This data is from the Open Reaction Database (ORD), a public repository of structured organic reaction records. The task is: describe an organic reaction: reactants, conditions, products, and yield The reactants are COC(=O)c1c(C)cc(Br)cc1CBr, CCOC(C)=O, Cc1ccccc1, CCCCCC, NCc1ccc(Cl)cc1, [K+], [K+], O=C([O-])[O-]. The product is Cc1cc(Br)cc2c1C(=O)N(Cc1ccc(Cl)cc1)C2. RXN SMILES: [CH3:1][O:2][C:3]([c:4]1[c:5]([CH2:12][Br:13])[cH:6][c:7]([Br:11])[cH:8][c:9]1[CH3:10])=[O:14].[CH3:30][CH2:31][O:32][C:33](=[O:34])[CH3:35].[CH3:36][c:37]1[cH:38][cH:39][cH:40][cH:41][cH:42]1.[CH3:43][CH2:44][CH2:45][CH2:46][CH2:47][CH3:48].[Cl:15][c:16]1[cH:17][cH:18][c:19]([CH2:20][NH2:21])[cH:22][cH:23]1.[K+:24].[K+:25].[O-:26][C:27]([O-:28])=[O:29]>>[C:3]1(=[O:14])[c:4]2[c:5]([cH:6][c:7]([Br:11])[cH:8][c:9]2[CH3:10])[CH2:12][N:21]1[CH2:20][c:19]1[cH:18][cH:17][c:16]([Cl:15])[cH:23][cH:22]1.